Dataset: the Open Reaction Database (ORD), a public repository of structured organic reaction records. Task: describe an organic reaction: reactants, conditions, products, and yield The reactants are FC=1C=C2N=C(C(=NC2=CC1)NC(OCC)=O)OC (Ethyl N-(6-fluoro-3-methoxyquinoxalin-2-yl)carbamate), COC=1C=C(C=C(C1OC)OC)N1CCNCC1 (1-(3,4,5-trimethoxyphenyl)piperazine). The product is FC=1C=C2N=C(C(=NC2=CC1)NC(=O)N1CCN(CC1)C1=CC(=C(C(=C1)OC)OC)OC)OC (1-[(6-Fluoro-3-methoxyquinoxalin-2-yl)aminocarbonyl]-4-(3,4,5-trimethoxyphenyl)piperazine). Isolated yield 83.0%. As a reaction SMILES: [F:1][C:2]1[CH:3]=[C:4]2[C:9](=[CH:10][CH:11]=1)[N:8]=[C:7]([NH:12][C:13](=[O:17])OCC)[C:6]([O:18][CH3:19])=[N:5]2.[CH3:20][O:21][C:22]1[CH:23]=[C:24]([N:32]2[CH2:37][CH2:36][NH:35][CH2:34][CH2:33]2)[CH:25]=[C:26]([O:30][CH3:31])[C:27]=1[O:28][CH3:29]>>[F:1][C:2]1[CH:3]=[C:4]2[C:9](=[CH:10][CH:11]=1)[N:8]=[C:7]([NH:12][C:13]([N:35]1[CH2:34][CH2:33][N:32]([C:24]3[CH:23]=[C:22]([O:21][CH3:20])[C:27]([O:28][CH3:29])=[C:26]([O:30][CH3:31])[CH:25]=3)[CH2:37][CH2:36]1)=[O:17])[C:6]([O:18][CH3:19])=[N:5]2. Procedure details: Ethyl N-(6-fluoro-3-methoxyquinoxalin-2-yl)carbamate and 1-(3,4,5-trimethoxyphenyl)piperazine were reacted by the same way with the example 85 to obtain the titled compound (yield, 83%). Reactants: C(C)OC(=O)C1=CN=C(S1)C (2-methyl-thiazole-5-carboxylic acid ethyl ester), [OH-].[Na+] (NaOH), Cl (HCl). Run in O1CCOCC1 (dioxane). The product is CC=1SC(=CN1)C(=O)O (2-Methyl-thiazole-5-carboxylic acid). Isolated yield 66.2%. Reaction SMILES: C([O:3][C:4]([C:6]1[S:10][C:9]([CH3:11])=[N:8][CH:7]=1)=[O:5])C.[OH-].[Na+].Cl>O1CCOCC1>[CH3:11][C:9]1[S:10][C:6]([C:4]([OH:5])=[O:3])=[CH:7][N:8]=1 |f:1.2|. Procedure details: To a stirred solution of 2-methyl-thiazole-5-carboxylic acid ethyl ester (1.3 g, 8.0 mmol) in dioxane (12 mL) at room temperature was added NaOH (2N, 12 mL). After 1 h the reaction mixture was neutralized with HCl (1N, 12 mL), then filtered and the collected solid dried in vacuo to give the title compound (758 mg, 70%) as an off white solid. MS: m/e=142.0 [M−H]−. Starting materials: ClC=1C(N(C=C(N1)Cl)[C@@H](CC)C1CC1)=O (3,5-dichloro-1-[(1S)-1-cyclopropylpropyl]-2(1H)-pyrazinone), BrC1=CC(=CC2=C1NCCO2)OC (5-bromo-7-methoxy-3,4-dihydro-2H-1,4-benzoxazine). The product is BrC1=CC(=CC2=C1N(CCO2)C=2C(N(C=C(N2)Cl)[C@@H](CC)C2CC2)=O)OC (3-(5-Bromo-7-methoxy-2,3-dihydro-4H-1,4-benzoxazin-4-yl)-5-chloro-1-[(1S)-1-cyclopropylpropyl]-2(1H)-pyrazinone). RXN SMILES: Cl[C:2]1[C:3](=[O:15])[N:4]([C@H:9]([CH:12]2[CH2:14][CH2:13]2)[CH2:10][CH3:11])[CH:5]=[C:6]([Cl:8])[N:7]=1.[Br:16][C:17]1[C:22]2[NH:23][CH2:24][CH2:25][O:26][C:21]=2[CH:20]=[C:19]([O:27][CH3:28])[CH:18]=1>>[Br:16][C:17]1[C:22]2[N:23]([C:2]3[C:3](=[O:15])[N:4]([C@H:9]([CH:12]4[CH2:14][CH2:13]4)[CH2:10][CH3:11])[CH:5]=[C:6]([Cl:8])[N:7]=3)[CH2:24][CH2:25][O:26][C:21]=2[CH:20]=[C:19]([O:27][CH3:28])[CH:18]=1. Reported procedure: Prepared in a similar fashion as described for Example 556 using 3,5-dichloro-1-[(1S)-1-cyclopropylpropyl]-2(1H)-pyrazinone and 5-bromo-7-methoxy-3,4-dihydro-2H-1,4-benzoxazine as the starting materials to give an oil. 1H NMR (300 MHz, CDCl3): δ 7.03 (s, 1H), 6.73 (d, J=2.9 Hz, 1H), 6.45 (d, J=2.9 Hz, 1H), 4.44–3.89 (m, 5H), 3.75 (s, 3H), 1.96–1.70 (m, 2H), 1.12–1.00 (m, 1H), 0.92 (t, J=7.3 Hz, 3H), 0.92 (t, J=7.3 Hz, 3H), 0.84–0.72 (m, 1H), 0.56–0.44 (m, 2H), 0.35–0.25 (m, 1H); HRMS (ESI) m/z 4... Starting materials: [H-].[Na+] (sodium hydride), CS(=O)(=O)O[C@@H]1CN(CC1)CCCC1=CC=C(C=C1)OC ((S)-3-methanesulfonyloxy-1-[3-(4-methoxyphenyl)propyl]pyrrolidine), ice water, C1=CC=CC=2NC3=C(OCC21)C=CC=C3 (5,11-dihydrodibenzo[b,e][1,4]oxazepine). The solvent is CCCCCC (hexane), CS(=O)C (dimethyl sulfoxide), CS(=O)C (dimethyl sulfoxide). Run at time 30 minute. Product: COC1=CC=C(C=C1)CCCN1C[C@@H](CC1)N1C2=C(OCC3=C1C=CC=C3)C=CC=C2 ((R)-5,11-dihydro-5-[1-[3-(4-methoxyphenyl)propyl]pyrrolidine-3-yl]dibenzo[b,e][1,4]oxazepine), oil. Yield: 25.0%. Reaction SMILES: [H-].[Na+].[CH:3]1[C:13]2[CH2:12][O:11][C:10]3[CH:14]=[CH:15][CH:16]=[CH:17][C:9]=3[NH:8][C:7]=2[CH:6]=[CH:5][CH:4]=1.CS(O[C@H:23]1[CH2:27][CH2:26][N:25]([CH2:28][CH2:29][CH2:30][C:31]2[CH:36]=[CH:35][C:34]([O:37][CH3:38])=[CH:33][CH:32]=2)[CH2:24]1)(=O)=O>CCCCCC.CS(C)=O>[CH3:38][O:37][C:34]1[CH:33]=[CH:32][C:31]([CH2:30][CH2:29][CH2:28][N:25]2[CH2:26][CH2:27][C@@H:23]([N:8]3[C:7]4[CH:6]=[CH:5][CH:4]=[CH:3][C:13]=4[CH2:12][O:11][C:10]4[CH:14]=[CH:15][CH:16]=[CH:17][C:9]3=4)[CH2:24]2)=[CH:36][CH:35]=1 |f:0.1|. Procedure: 60% sodium hydride (32 mg, 0.81 mmol) was washed with hexane under argon atmosphere, and then suspended in dimethyl sulfoxide (6 ml). After stirring at room temperature for 30 minutes, 5,11-dihydrodibenzo[b,e][1,4]oxazepine (142 g, 0.74 mmol) was added to the obtained suspension. They were stirred at room temperature for 40 minutes and then at 50° C. for 40 minutes. A solution of (S)-3-methanesulfonyloxy-1-[3-(4-methoxyphenyl)propyl]pyrrolidine (254 mg, 1.81 mmol) in dimethyl sulfoxide (3 ml) wa... Starting materials: CC(C)c1cnn(-c2c(Cl)cccc2Cl)c1CBr, CCCCOc1cc(-c2ccc(O)cc2C)ccc1C=O, [K+], [K+], O=C([O-])[O-], CN(C)C=O. As a reaction SMILES: [Br:22][CH2:23][c:24]1[c:25]([CH:37]([CH3:38])[CH3:39])[cH:26][n:27][n:28]1-[c:29]1[c:30]([Cl:36])[cH:31][cH:32][cH:33][c:34]1[Cl:35].[CH2:1]([CH2:2][CH2:3][CH3:4])[O:5][c:6]1[cH:7][c:8](-[c:14]2[c:15]([CH3:21])[cH:16][c:17]([OH:20])[cH:18][cH:19]2)[cH:9][cH:10][c:11]1[CH:12]=[O:13].[K+:40].[K+:41].[O-:42][C:43]([O-:44])=[O:45].[O:46]=[CH:47][N:48]([CH3:49])[CH3:50]>>[CH2:1]([CH2:2][CH2:3][CH3:4])[O:5][c:6]1[cH:7][c:8](-[c:14]2[c:15]([CH3:21])[cH:16][c:17]([O:20][CH2:23][c:24]3[c:25]([CH:37]([CH3:38])[CH3:39])[cH:26][n:27][n:28]3-[c:29]3[c:30]([Cl:36])[cH:31][cH:32][cH:33][c:34]3[Cl:35])[cH:18][cH:19]2)[cH:9][cH:10][c:11]1[CH:12]=[O:13]. The product is CCCCOc1cc(-c2ccc(OCc3c(C(C)C)cnn3-c3c(Cl)cccc3Cl)cc2C)ccc1C=O. Starting materials: [Si](C)(C)(C(C)(C)C)OC[C@@H]1CC2=C(CN1C(=O)N(C1=CC=CC=C1)C)N=CN2CC2=CC=CC=C2 ((S)-1,4,6,7-tetrahydro-6-(t-butyldimethylsilyloxymethyl)-N-methyl-N-phenyl-1-(phenylmethyl)-5H-imidazo[4,5-c]pyridine-5-carboxamide), BrN1C(CCC1=O)=O (N-bromosuccinimide). Run in C(Cl)Cl (methylene chloride). Yields the product BrC=1N(C2=C(CN([C@@H](C2)CO[Si](C)(C)C(C)(C)C)C(=O)N(C2=CC=CC=C2)C)N1)CC1=CC=CC=C1 ((S)-1,4,6,7-tetrahydro-2-bromo-6-(t-butyldimethylsilyloxymethyl)-N-methyl-N-phenyl-1-(phenylmethyl)-5H-imidazo[4,5-c]pyridine-5-carboxamide). RXN SMILES: [Si:1]([O:8][CH2:9][C@H:10]1[N:15]([C:16]([N:18]([CH3:25])[C:19]2[CH:24]=[CH:23][CH:22]=[CH:21][CH:20]=2)=[O:17])[CH2:14][C:13]2[N:26]=[CH:27][N:28]([CH2:29][C:30]3[CH:35]=[CH:34][CH:33]=[CH:32][CH:31]=3)[C:12]=2[CH2:11]1)([C:4]([CH3:7])([CH3:6])[CH3:5])([CH3:3])[CH3:2].[Br:36]N1C(=O)CCC1=O>C(Cl)Cl>[Br:36][C:27]1[N:28]([CH2:29][C:30]2[CH:31]=[CH:32][CH:33]=[CH:34][CH:35]=2)[C:12]2[CH2:11][C@@H:10]([CH2:9][O:8][Si:1]([C:4]([CH3:7])([CH3:5])[CH3:6])([CH3:2])[CH3:3])[N:15]([C:16]([N:18]([CH3:25])[C:19]3[CH:20]=[CH:21][CH:22]=[CH:23][CH:24]=3)=[O:17])[CH2:14][C:13]=2[N:26]=1. Procedure: A mixture of 1.23 g of (S)-1,4,6,7-tetrahydro-6-(t-butyldimethylsilyloxymethyl)-N-methyl-N-phenyl-1-(phenylmethyl)-5H-imidazo[4,5-c]pyridine-5-carboxamide and 10 mL of methylene chloride is stirred at room temperature and 0.45 g of N-bromosuccinimide is added. The reaction mixture is stirred for 20 min and concentrated. The residue is purified by flash chromatography on silica gel eluting with a 50% ethyl acetate-hexane mixture. The desired fractions are combined and concentrated to afford the d...